This data is from the Open Reaction Database (ORD), a public repository of structured organic reaction records. The task is: describe an organic reaction: reactants, conditions, products, and yield Starting materials: C(C)(C)(C)OC(=O)N[C@H](CCN1CCN(CC1)C(=O)OCC1=CC=CC=C1)C (benzyl 4-{(3S)-3-[(tert-butoxycarbonyl)amino]butyl}piperazine-1-carboxylate). Reagents/catalysts: [C].[Pd] (palladium carbon). Run in C(C)O (ethanol). Reaction conditions: time 30 minute. Yields the product C[C@@H](CCN1CCNCC1)NC(OC(C)(C)C)=O (tert-butyl [(1S)-1-methyl-3-(piperazin-1-yl)propyl]carbamate). As a reaction SMILES: [C:1]([O:5][C:6]([NH:8][C@@H:9]([CH3:28])[CH2:10][CH2:11][N:12]1[CH2:17][CH2:16][N:15](C(OCC2C=CC=CC=2)=O)[CH2:14][CH2:13]1)=[O:7])([CH3:4])([CH3:3])[CH3:2]>C(O)C.[C].[Pd]>[CH3:28][C@H:9]([NH:8][C:6](=[O:7])[O:5][C:1]([CH3:4])([CH3:3])[CH3:2])[CH2:10][CH2:11][N:12]1[CH2:17][CH2:16][NH:15][CH2:14][CH2:13]1 |f:2.3|. Procedure: To a solution of benzyl 4-{(3S)-3-[(tert-butoxycarbonyl)amino]butyl}piperazine-1-carboxylate (1.10 g) in ethanol (10 mL) was added 10% palladium carbon (1.50 g), and the mixture was stirred at room temperature for 30 min under a hydrogen atmosphere. The reaction mixture was filtered, and the filtrate was evaporated under reduced pressure to give tert-butyl [(1S)-1-methyl-3-(piperazin-1-yl)propyl]carbamate. By a method similar to Example 1, steps F to H, and using the obtained compound, the title... Starting materials: CC([O-])=S, CS(=O)(=O)OC1CN(c2nc(C(=O)N3CCCCC3)cs2)C1, CN(C)C=O, [K+]. The product is CC(=O)SC1CN(c2nc(C(=O)N3CCCCC3)cs2)C1. As a reaction SMILES: [C:23]([CH3:24])(=[S:25])[O-:26].[CH3:1][S:2]([O:3][CH:6]1[CH2:7][N:8]([c:10]2[s:11][cH:12][c:13]([C:15](=[O:16])[N:17]3[CH2:18][CH2:19][CH2:20][CH2:21][CH2:22]3)[n:14]2)[CH2:9]1)(=[O:4])=[O:5].[CH3:28][N:29]([CH3:30])[CH:31]=[O:32].[K+:27]>>[CH:6]1([S:25][C:23]([CH3:24])=[O:26])[CH2:7][N:8]([c:10]2[s:11][cH:12][c:13]([C:15](=[O:16])[N:17]3[CH2:18][CH2:19][CH2:20][CH2:21][CH2:22]3)[n:14]2)[CH2:9]1. Reactants: C(C)OC=1C=C(CN2CCC(CC2)NC=2C=C(C#N)C=CN2)C=CC1C (2-[1-(3-Ethoxy-4-methyl-benzyl)-piperidin-4-ylamino]-isonicotinonitrile), Cl.Cl.N1CCC(CC1)NC=1C=C(C#N)C=CN1 (2-(piperidin-4-ylamino)-isonicotinonitrile dihydrochloride), C(C)OC=1C=C(C=O)C=C(C1F)OCC (3,5-diethoxy-4-fluoro-benzaldehyde), C(C)OC=1C=C(C=O)C=C(C1F)OCC (3,5-diethoxy-4-fluoro-benzaldehyde). Yields the product C(C)OC=1C=C(CN2CCC(CC2)NC=2C=C(C#N)C=CN2)C=C(C1F)OCC (2-[1-(3,5-Diethoxy-4-fluoro-benzyl)-piperidin-4-ylamino]-isonicotinonitrile). RXN SMILES: C(OC1C=C(C=CC=1C)CN1CCC(NC2C=C(C=CN=2)C#N)CC1)C.Cl.Cl.[NH:29]1[CH2:34][CH2:33][CH:32]([NH:35][C:36]2[CH:37]=[C:38]([CH:41]=[CH:42][N:43]=2)[C:39]#[N:40])[CH2:31][CH2:30]1.[CH2:44]([O:46][C:47]1[CH:48]=[C:49]([CH:52]=[C:53]([O:56][CH2:57][CH3:58])[C:54]=1[F:55])[CH:50]=O)[CH3:45]>>[CH2:44]([O:46][C:47]1[CH:48]=[C:49]([CH:52]=[C:53]([O:56][CH2:57][CH3:58])[C:54]=1[F:55])[CH2:50][N:29]1[CH2:30][CH2:31][CH:32]([NH:35][C:36]2[CH:37]=[C:38]([CH:41]=[CH:42][N:43]=2)[C:39]#[N:40])[CH2:33][CH2:34]1)[CH3:45] |f:1.2.3|. Reported procedure: The title compound was prepared in analogy to the synthesis of 2-[1-(3-ethoxy-4-methyl-benzyl)-piperidin-4-ylamino]-isonicotinonitrile (example 189) from 2-(piperidin-4-ylamino)-isonicotinonitrile dihydrochloride (intermediate B15) and 3,5-diethoxy-4-fluoro-benzaldehyde (intermediate E5) in a yield of 4.3 mg (6%). MS (ISP): 399.3 [M+H]+. The reactants are Cl (HCl), C(C1=CC=CC=C1)Br (benzyl bromide), CN1CCCC1=O (NMP), N12CCCCCC2=NCCC1 (1,8-diazabicyclo[5,4,0]-undec-7-ene), ON1C(C=2C(C1=O)=CC=CC2)=O (N-hydroxyphthalimide). Reaction conditions: time 5 hour. The product is O=C(C1=C(C=CC=C1)CC#N)ON1CC2=CC=CC=C2C1=O ([2-(1,3-Dioxo-1,3-dihydro-isoindol-2-yloxymethyl)-phenyl]-acetonitrile). As a reaction SMILES: [CH2:1](Br)[C:2]1[CH:7]=[CH:6][CH:5]=[CH:4][CH:3]=1.[OH:9][N:10]1[C:14](=O)[C:13]2=[CH:16][CH:17]=[CH:18][CH:19]=[C:12]2[C:11]1=[O:20].[N:21]12CCCN=C1CCC[CH2:23][CH2:22]2.Cl.CN1C(=[O:39])CCC1>>[O:39]=[C:1]([O:9][N:10]1[C:11](=[O:20])[C:12]2[C:13](=[CH:16][CH:17]=[CH:18][CH:19]=2)[CH2:14]1)[C:2]1[CH:7]=[CH:6][CH:5]=[CH:4][C:3]=1[CH2:23][C:22]#[N:21]. Reported procedure: To a stirred solution of 2-methylbenzyl cyamide (3.11 ml) in CCl4 (100 ml) was added N-bromosuccinimide (4.89 g) and a catalytic amount of benzoyl peroxide. The mixtures was heated to reflux and stirred for 1.5 hours. The mixture was cooled to room temperature and was filtrated. The filtrate was evaporated under reduced pressure and the residue was dissolved in a minimum amount of EtOAc and petroleum ether was added. The resulting solid material was isolated by filtration and washed with petrole... Reactants: CC(C)(Br)C(=O)c1ccc(N2CCCCC2)cc1, CO. Product: COC1(c2ccc(N3CCCCC3)cc2)OC1(C)C. As a reaction SMILES: [Br:1][C:2]([C:3](=[O:4])[c:5]1[cH:6][cH:7][c:8]([N:11]2[CH2:12][CH2:13][CH2:14][CH2:15][CH2:16]2)[cH:9][cH:10]1)([CH3:17])[CH3:18].[CH3:19][OH:20]>>[C:2]1([CH3:17])([CH3:18])[C:3]([c:5]2[cH:6][cH:7][c:8]([N:11]3[CH2:12][CH2:13][CH2:14][CH2:15][CH2:16]3)[cH:9][cH:10]2)([O:20][CH3:19])[O:4]1. RXN SMILES: [CH2:1]([NH:5][CH2:6][CH2:7][CH2:8][CH3:9])[CH2:2][CH2:3][CH3:4].Cl[CH2:11][CH2:12][CH2:13][O:14][C:15]1[CH:20]=[CH:19][C:18](/[CH:21]=[CH:22]/[C:23]2[O:24][C:25]3[CH:31]=[CH:30][C:29]([CH3:32])=[CH:28][C:26]=3[N:27]=2)=[CH:17][CH:16]=1>>[CH2:1]([N:5]([CH2:11][CH2:12][CH2:13][O:14][C:15]1[CH:16]=[CH:17][C:18](/[CH:21]=[CH:22]/[C:23]2[O:24][C:25]3[CH:31]=[CH:30][C:29]([CH3:32])=[CH:28][C:26]=3[N:27]=2)=[CH:19][CH:20]=1)[CH2:6][CH2:7][CH2:8][CH3:9])[CH2:2][CH2:3][CH3:4]. Yields the product C(CCC)N(CCCC)CCCOC1=CC=C(C=C1)/C=C/C=1OC2=C(N1)C=C(C=C2)C ((E)-2-[2-(4-Dibutylaminopropoxyphenyl)ethenyl]-5-methylbenzoxazole). Starting materials: ClCCCOC1=CC=C(C=C1)/C=C/C=1OC2=C(N1)C=C(C=C2)C ((E)-2-[2-(4-chloropropoxyphenyl)ethenyl]-5-methylbenzoxazole), product, C(CCC)NCCCC (dibutylamine). Procedure: Reaction of this product (2.2 g, 6.8 mmol) with dibutylamine produced 0.65 g (22% yield) of the title compound as the HCl salt, mp 143°-144° C. IR(KBr): 1600 cm-1. MS: 421(MH+). 1H NMR (CDCl3): δ 7.21-6.87 (m, 10H), 4.16 (t, J=5.6 Hz, 2H), 3.11 (m, 6H), 2.51 (s, 3H), 2.51-0.88 (m, 16H). The yield is 22.0%. Reactants: Nc1ccc(CCNC(=O)OCc2ccccc2)cc1, O=S(=O)(Cl)c1ccc2ccccc2c1. The product is O=C(NCCc1ccc(NS(=O)(=O)c2ccc3ccccc3c2)cc1)OCc1ccccc1. RXN SMILES: [c:1]1([CH2:7][O:8][C:9]([NH:10][CH2:11][CH2:12][c:13]2[cH:14][cH:15][c:16]([NH2:19])[cH:17][cH:18]2)=[O:20])[cH:2][cH:3][cH:4][cH:5][cH:6]1.[cH:21]1[c:22]([S:31](=[O:32])(=[O:33])[Cl:34])[cH:23][cH:24][c:25]2[cH:26][cH:27][cH:28][cH:29][c:30]12>>[c:1]1([CH2:7][O:8][C:9]([NH:10][CH2:11][CH2:12][c:13]2[cH:14][cH:15][c:16]([NH:19][S:31]([c:22]3[cH:21][c:30]4[c:25]([cH:24][cH:23]3)[cH:26][cH:27][cH:28][cH:29]4)(=[O:32])=[O:33])[cH:17][cH:18]2)=[O:20])[cH:2][cH:3][cH:4][cH:5][cH:6]1. Reactants: CO, COP(=O)(OC)C(=O)CCCl, O, ONCl. Yields the product COP(=O)(OC)C(=O)CCNO. Reaction SMILES: [CH3:1][OH:2].[CH3:3][O:4][P:5]([O:6][CH3:7])(=[O:8])[C:9]([CH2:10][CH2:11][Cl:12])=[O:13].[OH2:17].[OH:14][NH:15][Cl:16]>>[CH3:3][O:4][P:5]([O:6][CH3:7])(=[O:8])[C:9]([CH2:10][CH2:11][NH:15][OH:14])=[O:13]. The reactants are CN(C)c1ccncc1, NS(=O)(=O)C1CC1, ClCCl, CC1(C)Cc2cc(C(=O)O)ccc2NC1c1cc(F)cc(N2CCCC2)c1. Yields the product CC1(C)Cc2cc(C(=O)NS(=O)(=O)C3CC3)ccc2NC1c1cc(F)cc(N2CCCC2)c1. As a reaction SMILES: [CH3:35][N:36]([CH3:37])[c:38]1[cH:39][cH:40][n:41][cH:42][cH:43]1.[CH:28]1([S:31](=[O:32])(=[O:33])[NH2:34])[CH2:29][CH2:30]1.[Cl:44][CH2:45][Cl:46].[F:1][c:2]1[cH:3][c:4]([CH:13]2[NH:14][c:15]3[cH:16][cH:17][c:18]([C:25](=[O:26])[OH:27])[cH:19][c:20]3[CH2:21][C:22]2([CH3:23])[CH3:24])[cH:5][c:6]([N:8]2[CH2:9][CH2:10][CH2:11][CH2:12]2)[cH:7]1>>[F:1][c:2]1[cH:3][c:4]([CH:13]2[NH:14][c:15]3[cH:16][cH:17][c:18]([C:25](=[O:26])[NH:34][S:31]([CH:28]4[CH2:29][CH2:30]4)(=[O:32])=[O:33])[cH:19][c:20]3[CH2:21][C:22]2([CH3:23])[CH3:24])[cH:5][c:6]([N:8]2[CH2:9][CH2:10][CH2:11][CH2:12]2)[cH:7]1.